This data is from the Open Reaction Database (ORD), a public repository of structured organic reaction records. The task is: describe an organic reaction: reactants, conditions, products, and yield Starting materials: C1CCOC1, Cc1nc(-c2ccc(-c3ccc(=O)[nH]n3)cc2)no1, Nc1cccc(CO)c1, CC(C)OC(=O)N=NC(=O)OC(C)C, c1ccc(P(c2ccccc2)c2ccccc2)cc1. The product is Cc1nc(-c2ccc(-c3ccc(=O)n(Cc4cccc(N)c4)n3)cc2)no1. As a reaction SMILES: [CH2:62]1[O:63][CH2:64][CH2:65][CH2:66]1.[CH3:1][c:2]1[n:3][c:4](-[c:7]2[cH:8][cH:9][c:10](-[c:13]3[cH:14][cH:15][c:16](=[O:19])[nH:17][n:18]3)[cH:11][cH:12]2)[n:5][o:6]1.[NH2:20][c:21]1[cH:22][c:23]([CH2:24][OH:25])[cH:26][cH:27][cH:28]1.[O:48]=[C:49]([O:50][CH:51]([CH3:52])[CH3:53])[N:54]=[N:55][C:56]([O:57][CH:58]([CH3:59])[CH3:60])=[O:61].[c:29]1([P:30]([c:31]2[cH:32][cH:33][cH:34][cH:35][cH:36]2)[c:37]2[cH:38][cH:39][cH:40][cH:41][cH:42]2)[cH:43][cH:44][cH:45][cH:46][cH:47]1>>[CH3:1][c:2]1[n:3][c:4](-[c:7]2[cH:8][cH:9][c:10](-[c:13]3[cH:14][cH:15][c:16](=[O:19])[n:17]([CH2:24][c:23]4[cH:22][c:21]([NH2:20])[cH:28][cH:27][cH:26]4)[n:18]3)[cH:11][cH:12]2)[n:5][o:6]1. The reactants are C(N)(=O)C1=C(NC=[N+]1CC1=CC=C(C=C1)[N+](=O)[O-])[O-] (5-carbamoyl-1-(4-nitrobenzyl)imidazolium-4-olate), C(C)(=O)O[C@H]1[C@@H](O[C@H]([C@@H]([C@H]1OC(C)=O)OC(C)=O)C)Br (2,3,4-tri-O-acetyl-α-L-rhamnopyranosyl bromide). Product: [N+](=O)([O-])C1=CC=C(CN2C=NC(=C2C(=O)N)O[C@H]2[C@H](OC(C)=O)[C@H](OC(C)=O)[C@@H](OC(C)=O)[C@@H](O2)C)C=C1 (1-(4-nitrobenzyl)-4-(2,3,4-tri-O-acetyl-α-L-rhamnopyranosyl)oxy-1H-imidazole-5-carboxamide). The yield is 56.6%. RXN SMILES: [C:1]([C:4]1[N+:8]([CH2:9][C:10]2[CH:15]=[CH:14][C:13]([N+:16]([O-:18])=[O:17])=[CH:12][CH:11]=2)=[CH:7][NH:6][C:5]=1[O-:19])(=[O:3])[NH2:2].[C:20]([O:23][C@@H:24]1[C@H:29]([O:30][C:31](=[O:33])[CH3:32])[C@@H:28]([O:34][C:35](=[O:37])[CH3:36])[C@H:27]([CH3:38])[O:26][C@H:25]1Br)(=[O:22])[CH3:21]>>[N+:16]([C:13]1[CH:12]=[CH:11][C:10]([CH2:9][N:8]2[C:4]([C:1]([NH2:2])=[O:3])=[C:5]([O:19][C@@H:25]3[O:26][C@@H:27]([CH3:38])[C@H:28]([O:34][C:35](=[O:37])[CH3:36])[C@@H:29]([O:30][C:31](=[O:33])[CH3:32])[C@H:24]3[O:23][C:20](=[O:22])[CH3:21])[N:6]=[CH:7]2)=[CH:15][CH:14]=1)([O-:18])=[O:17]. Procedure: Following a procedure similar to that of Example 1 but using 2.88 g of 5-carbamoyl-1-(4-nitrobenzyl)imidazolium-4-olate and 7.77 g of 2,3,4-tri-O-acetyl-α-L-rhamnopyranosyl bromide there was obtained 3.32 g of 1-(4-nitrobenzyl)-4-(2,3,4-tri-O-acetyl-α-L-rhamnopyranosyl)oxy-1H-imidazole-5-carboxamide. The reactants are C(#N)C1=CC=C(CN2C(=NC=C2CO)C)C=C1 (1-(4-cyanobenzyl)-5-hydroxymethyl-2-methylimidazole), S(=O)(Cl)Cl (thionyl chloride). Run at time 8 hour. The product is Cl.C(#N)C1=CC=C(CN2C(=NC=C2CCl)C)C=C1 (1-(4-cyanobenzyl)-5-chloromethyl-2-methylimidazole hydrochloride salt). As a reaction SMILES: [C:1]([C:3]1[CH:17]=[CH:16][C:6]([CH2:7][N:8]2[C:12]([CH2:13]O)=[CH:11][N:10]=[C:9]2[CH3:15])=[CH:5][CH:4]=1)#[N:2].S(Cl)([Cl:20])=O>>[ClH:20].[C:1]([C:3]1[CH:17]=[CH:16][C:6]([CH2:7][N:8]2[C:12]([CH2:13][Cl:20])=[CH:11][N:10]=[C:9]2[CH3:15])=[CH:5][CH:4]=1)#[N:2] |f:2.3|. Procedure: A mixture of 1-(4-cyanobenzyl)-5-hydroxymethyl-2-methylimidazole (3.45 g, 15.2 mmol) and thionyl chloride (30 mL, 411 mmol) was stirred at room temp. overnight under a calcium chloride drying tube. The resultant mixture was concentrated under vacuum, and residual thionyl chloride was removed by co-evaporation with toluene. The residue was triturated with anhydrous diethyl ether, filtered, washed with ether to provide the title compound as white solid. The reactants are [O-][O-].[Na+].[Na+] (sodium peroxide), C(C)(C)(C)N=NC1(CCCCC1)Cl (1-t-butylazo-1-chlorocyclo-hexane). The solvent is CO (methanol). Product: C(C)(C)(C)N=NC1(CCCCC1)OOC1(CCCCC1)N=NC(C)(C)C (di[1-(t-butylazo)cyclohexyl] peroxide). Yield: 100.1%. As a reaction SMILES: [O-:1][O-:2].[Na+].[Na+].[C:5]([N:9]=[N:10][C:11]1(Cl)[CH2:16][CH2:15][CH2:14][CH2:13][CH2:12]1)([CH3:8])([CH3:7])[CH3:6]>CO>[C:5]([N:9]=[N:10][C:11]1([O:1][O:2][C:11]2([N:10]=[N:9][C:5]([CH3:8])([CH3:7])[CH3:6])[CH2:16][CH2:15][CH2:14][CH2:13][CH2:12]2)[CH2:16][CH2:15][CH2:14][CH2:13][CH2:12]1)([CH3:8])([CH3:7])[CH3:6] |f:0.1.2|. Procedure: To a solution of 0.78 grams (.01 moles) of sodium peroxide in 30 ml. of methanol, cooled to 10° C in a 50 ml. erlenmeyer flask immersed in a cold water bath was added 4.3 grams (.0213 moles) of 1-t-butylazo-1-chlorocyclo-hexane dropwise and with rapid stirring holding the temperature at 10°-15° C. After the addition was complete, the reaction was stirred for 1 hour at 5° C. It was then poured in 250 ml. of ice cold water and the product extracted with pentane. The pentane layer was separated, wa... The product is CC(=O)OCCC1NC(=O)C1C(C)C. Reactants: CC(=O)Cl, CC(C)C1C(=O)NC1CCO, ClCCl, c1ccncc1. RXN SMILES: [CH3:15][C:16]([Cl:17])=[O:18].[CH:1]([CH3:2])([CH3:3])[CH:4]1[C:5](=[O:11])[NH:6][CH:7]1[CH2:8][CH2:9][OH:10].[Cl:12][CH2:13][Cl:14].[cH:19]1[cH:20][cH:21][n:22][cH:23][cH:24]1>>[CH:1]([CH3:2])([CH3:3])[CH:4]1[C:5](=[O:11])[NH:6][CH:7]1[CH2:8][CH2:9][O:10][C:16]([CH3:15])=[O:18].